From a dataset of the Open Reaction Database (ORD), a public repository of structured organic reaction records. describe an organic reaction: reactants, conditions, products, and yield Reactants: FC(CO)(C(C(F)(F)F)F)F (2,2,3,4,4,4-hexafluorobutanol), BrCCCCCCCCCCC(=O)O (11-bromoundecanoic acid), CS(=O)(=O)O (methane sulfonic acid), C1=CC=CC=C1 (benzene). Run in O (water). Yields the product BrCCCCCCCCCCC(=O)OCC(C(C(F)(F)F)F)(F)F (2,2,3,4,4,4-hexafluorobutyl 11-bromoundecylate). As a reaction SMILES: [F:1][C:2]([F:11])([CH:5]([F:10])[C:6]([F:9])([F:8])[F:7])[CH2:3][OH:4].[Br:12][CH2:13][CH2:14][CH2:15][CH2:16][CH2:17][CH2:18][CH2:19][CH2:20][CH2:21][CH2:22][C:23](O)=[O:24].CS(O)(=O)=O.C1C=CC=CC=1>O>[Br:12][CH2:13][CH2:14][CH2:15][CH2:16][CH2:17][CH2:18][CH2:19][CH2:20][CH2:21][CH2:22][C:23]([O:4][CH2:3][C:2]([F:11])([F:1])[CH:5]([F:10])[C:6]([F:9])([F:7])[F:8])=[O:24]. Procedure: A 500 ml one-necked flask fitted with a Dean Stark trap was charged with 36.4 g (0.2 m) of 2,2,3,4,4,4-hexafluorobutanol, 53.0 g (0.2 m) of 11-bromoundecanoic acid, 0.5 g methane sulfonic acid and 100 ml of dry benzene. The reaction mixture was refluxed until the theoretical amount of water, 3.6 ml, was removed. The reaction mixture was washed with a 10% sodium carbonate solution. The benzene was removed under vacuum giving 2,2,3,4,4,4-hexafluorobutyl 11-bromoundecylate. IR analysis showed the f... The reactants are [OH-].[Na+] (sodium hydroxide), ClC1=C(C=CC=C1)CC(=O)O ((2-Chlorophenyl)acetic acid). Reagents/catalysts: O.O.O.O.O.S(=O)(=O)([O-])[O-].[Cu+2] (copper sulphate pentahydrate). Solvent: 200. Run at temperature 180 celsius, time 15 hour. The product is OC1=C(C=CC=C1)CC(=O)O ((2-hydroxyphenyl)acetic acid). Isolated yield 17.8%. As a reaction SMILES: [OH-:1].[Na+].Cl[C:4]1[CH:9]=[CH:8][CH:7]=[CH:6][C:5]=1[CH2:10][C:11]([OH:13])=[O:12]>O.O.O.O.O.S([O-])([O-])(=O)=O.[Cu+2]>[OH:1][C:4]1[CH:9]=[CH:8][CH:7]=[CH:6][C:5]=1[CH2:10][C:11]([OH:13])=[O:12] |f:0.1,3.4.5.6.7.8.9|. Reported procedure: Solid pearl sodium hydroxide (as discrete spheres) (24 g) was suspended in `SOLVESSO` 200 (100 ml) at 25° C. (2-Chlorophenyl)acetic acid (17.0 g) was added to this in one portion and the mixture was stirred for 20 minutes at room temperature after which time copper sulphate pentahydrate (1.0 g) was added. The reaction mixture was then heated and stirred at 180° C. After 15 hours gas/liquid chromatography indicated that all the (2-chlorophenyl)acetic acid had been consumed. The reaction mixture w...